This data is from the Open Reaction Database (ORD), a public repository of structured organic reaction records. The task is: describe an organic reaction: reactants, conditions, products, and yield Reactants: BrC=1C=C(C=CC1)C=1C=NC=2N(N1)C(=NN2)C2(CC2)C=2C=C1C=CC=NC1=CC2 (6-{1-[6-(3-Bromophenyl) [1,2,4]triazolo[4,3-b][1,2,4]triazin-3-yl]cyclopropyl}quinoline), CN(C)C=O (DMF). The reagents and catalysts are [C-]#N.[Zn+2].[C-]#N (zinc cyanide), CC(C)([P](C(C)(C)C)([Pd][P](C(C)(C)C)(C(C)(C)C)C(C)(C)C)C(C)(C)C)C (bis(tri-t-butylphosphine)palladium), [Zn] (zinc). Conditions: temperature 170 celsius. The product is N1=CC=CC2=CC(=CC=C12)C1(CC1)C1=NN=C2N1N=C(C=N2)C=2C=C(C#N)C=CC2 (3-[3-(1-Quinolin-6-ylcyclopropyl) [1,2,4]triazolo[4,3-b][1,2,4]triazin-6-yl]benzonitrile). RXN SMILES: Br[C:2]1[CH:3]=[C:4]([C:8]2[CH:9]=[N:10][C:11]3[N:12]([C:14]([C:17]4([C:20]5[CH:21]=[C:22]6[C:27](=[CH:28][CH:29]=5)[N:26]=[CH:25][CH:24]=[CH:23]6)[CH2:19][CH2:18]4)=[N:15][N:16]=3)[N:13]=2)[CH:5]=[CH:6][CH:7]=1.[CH3:30][N:31](C=O)C>[C-]#N.[Zn+2].[C-]#N.CC(C)([P](C(C)(C)C)([Pd][P](C(C)(C)C)(C(C)(C)C)C(C)(C)C)C(C)(C)C)C.[Zn]>[N:26]1[C:27]2[C:22](=[CH:21][C:20]([C:17]3([C:14]4[N:12]5[N:13]=[C:8]([C:4]6[CH:3]=[C:2]([CH:7]=[CH:6][CH:5]=6)[C:30]#[N:31])[CH:9]=[N:10][C:11]5=[N:16][N:15]=4)[CH2:19][CH2:18]3)=[CH:29][CH:28]=2)[CH:23]=[CH:24][CH:25]=1 |f:2.3.4,^1:42,48|. Procedure: A mixture of 6-{1-[6-(3-bromophenyl)[1,2,4]triazolo[4,3-b][1,2,4]triazin-3-yl]cyclopropyl}quinoline (Example 40, 10 mg, 0.02 mmol), zinc cyanide (3.24 mg, 0.0271 mmol), bis(tri-t-butylphosphine)palladium (7 mg, 0.01 mmol), and zinc powder (1.77 mg, 0.0271 mmol) in DMF (0.6 mL) was heated at 170° C. for 20 min under microwave. After cooling to ambient temperature, the mixture was filtered. The filtrate was diluted with methanol and subject to preparative RP-HPLC (pH=10) to afford the desired prod... Starting materials: CC(C1=CC=CC=C1)ON1C(CC(CC1(C)C)=O)(C)C (1-alpha-methylbenzyloxy-2,2,6,6-tetramethylpiperidin-4-one), C(CCCCCCCCCCC)N (dodecylamine). The product is CC(C1=CC=CC=C1)ON1C(CC(CC1(C)C)NCCCCCCCCCCCC)(C)C (1-alpha-Methylbenzyloxy-4-(n-dodecylamino)-2,2,6,6-tetramethylpiperidine). RXN SMILES: [CH3:1][CH:2]([O:9][N:10]1[C:15]([CH3:17])([CH3:16])[CH2:14][C:13](=O)[CH2:12][C:11]1([CH3:20])[CH3:19])[C:3]1[CH:8]=[CH:7][CH:6]=[CH:5][CH:4]=1.[CH2:21]([NH2:33])[CH2:22][CH2:23][CH2:24][CH2:25][CH2:26][CH2:27][CH2:28][CH2:29][CH2:30][CH2:31][CH3:32]>>[CH3:1][CH:2]([O:9][N:10]1[C:15]([CH3:17])([CH3:16])[CH2:14][CH:13]([NH:33][CH2:21][CH2:22][CH2:23][CH2:24][CH2:25][CH2:26][CH2:27][CH2:28][CH2:29][CH2:30][CH2:31][CH3:32])[CH2:12][C:11]1([CH3:20])[CH3:19])[C:3]1[CH:8]=[CH:7][CH:6]=[CH:5][CH:4]=1. Procedure: The title compound, a colorless oil, is prepared from 1-alpha-methylbenzyloxy-2,2,6,6-tetramethylpiperidin-4-one and dodecylamine according to the procedure given in Example 35. Reactants: solution, Cl (hydrogen chloride), CCOCC (ether), C(C)OC(=O)[C@H]1CN(CCC1)CCC=C1C2=C(OCOC3=C1C=CC=C3)C=CC=C2 ((R)-1-(3-(12H-dibenzo[d,g][1,3]dioxocin-12-ylidene)-1-propyl)-3-piperidinecarboxylic acid ethyl ester). Run in O1CCCC1 (tetrahydrofuran). Product: Cl.C(C)OC(=O)[C@H]1CN(CCC1)CCC=C1C2=C(OCOC3=C1C=CC=C3)C=CC=C2 ((R)-1-(3-(12H-Dibenzo[d,g][1,3]dioxocin-12-ylidene)-1-propyl)-3-piperidinecarboxylic acid ethyl ester hydrochloride). RXN SMILES: [CH2:1]([O:3][C:4]([C@@H:6]1[CH2:11][CH2:10][CH2:9][N:8]([CH2:12][CH2:13][CH:14]=[C:15]2[C:22]3[CH:23]=[CH:24][CH:25]=[CH:26][C:21]=3[O:20][CH2:19][O:18][C:17]3[CH:27]=[CH:28][CH:29]=[CH:30][C:16]2=3)[CH2:7]1)=[O:5])[CH3:2].[ClH:31].CCOCC>O1CCCC1>[ClH:31].[CH2:1]([O:3][C:4]([C@@H:6]1[CH2:11][CH2:10][CH2:9][N:8]([CH2:12][CH2:13][CH:14]=[C:15]2[C:16]3[CH:30]=[CH:29][CH:28]=[CH:27][C:17]=3[O:18][CH2:19][O:20][C:21]3[CH:26]=[CH:25][CH:24]=[CH:23][C:22]2=3)[CH2:7]1)=[O:5])[CH3:2] |f:4.5|. Procedure details: (R)-1-(3-(12H-dibenzo[d,g][1,3]dioxocin-12-ylidene)-1-propyl)-3-piperidinecarboxylic acid ethyl ester (0.86 g, 2.1 mmol, prepared as described in example 2 was dissolved in tetrahydrofuran (10 ml) and a 2.6 N solution of hydrogen chloride in ether (0.97 ml, 2.52 mmol) was added dropwise. The solution was evaporated in vacuo and the remainder was treated with ether (20 ml). The precipitate was filtered off, washed with ether and dried in vacuo, affording the title compound as a powder. The reactants are C1CSCCN1, CO, Cc1cc2nc(NC(=O)c3ccc(C(C)(C)O)cc3)cc(Cl)n2n1, CN(C)C=O. Yields the product Cc1cc2nc(NC(=O)c3ccc(C(C)(C)O)cc3)cc(N3CCSCC3)n2n1. As a reaction SMILES: [CH2:25]1[CH2:26][S:27][CH2:28][CH2:29][NH:30]1.[CH3:36][OH:37].[Cl:1][c:2]1[cH:3][c:4]([NH:12][C:13]([c:14]2[cH:15][cH:16][c:17]([C:20]([CH3:21])([CH3:22])[OH:23])[cH:18][cH:19]2)=[O:24])[n:5][c:6]2[n:7]1[n:8][c:9]([CH3:11])[cH:10]2.[O:31]=[CH:32][N:33]([CH3:34])[CH3:35]>>[c:2]1([N:30]2[CH2:25][CH2:26][S:27][CH2:28][CH2:29]2)[cH:3][c:4]([NH:12][C:13]([c:14]2[cH:15][cH:16][c:17]([C:20]([CH3:21])([CH3:22])[OH:23])[cH:18][cH:19]2)=[O:24])[n:5][c:6]2[n:7]1[n:8][c:9]([CH3:11])[cH:10]2. Reactants: CC(C)N, ClCCl, CSc1nccc(-c2c(-c3ccnc(F)c3)nn3ccccc23)n1, O=C(OO)c1cccc(Cl)c1. Product: CC(C)Nc1nccc(-c2c(-c3ccnc(F)c3)nn3ccccc23)n1. Reaction SMILES: [CH3:36][CH:37]([CH3:38])[NH2:39].[Cl:40][CH2:41][Cl:42].[F:1][c:2]1[n:3][cH:4][cH:5][c:6](-[c:8]2[n:9][n:10]3[c:11]([cH:12][cH:13][cH:14][cH:15]3)[c:16]2-[c:17]2[n:18][c:19]([S:23][CH3:24])[n:20][cH:21][cH:22]2)[cH:7]1.[OH:25][O:26][C:27]([c:28]1[cH:29][c:30]([Cl:31])[cH:32][cH:33][cH:34]1)=[O:35]>>[F:1][c:2]1[n:3][cH:4][cH:5][c:6](-[c:8]2[n:9][n:10]3[c:11]([cH:12][cH:13][cH:14][cH:15]3)[c:16]2-[c:17]2[n:18][c:19]([NH:39][CH:37]([CH3:36])[CH3:38])[n:20][cH:21][cH:22]2)[cH:7]1. Starting materials: C1CCNCC1, CN(C)C=O, O=[N+]([O-])c1cc(F)ccc1F, O. Yields the product O=[N+]([O-])c1cc(F)ccc1N1CCCCC1. RXN SMILES: [CH2:1]1[CH2:2][CH2:3][NH:4][CH2:5][CH2:6]1.[CH3:7][N:8]([CH3:9])[CH:10]=[O:11].[F:12][c:13]1[c:14]([N+:20](=[O:21])[O-:22])[cH:15][c:16]([F:19])[cH:17][cH:18]1.[OH2:23]>>[CH2:1]1[CH2:2][CH2:3][N:4]([c:13]2[c:14]([N+:20](=[O:21])[O-:22])[cH:15][c:16]([F:19])[cH:17][cH:18]2)[CH2:5][CH2:6]1. Reactants: resultant mixture, [Li]CCCC (n-BuLi), hexanes, C(C)(C)(C)[Si](OCC#C)(C)C (tert-butyl(dimethyl)(prop-2-yn-1-yloxy)silane), CON(C(C1=CC=CC=C1)=O)C (N-methoxy-N-methylbenzamide). Solvent: C1CCOC1 (THF). Reaction conditions: temperature 23 celsius, time 16 hour. The product is [Si](C)(C)(C(C)(C)C)OCC#CC(=O)C1=CC=CC=C1 (4-{[tert-butyl(dimethyl)silyl]oxy}-1-phenylbut-2-yn-1-one). RXN SMILES: [Li]CCCC.[C:6]([Si:10]([CH3:16])([CH3:15])[O:11][CH2:12][C:13]#[CH:14])([CH3:9])([CH3:8])[CH3:7].CON(C)[C:20](=[O:27])[C:21]1[CH:26]=[CH:25][CH:24]=[CH:23][CH:22]=1>C1COCC1>[Si:10]([O:11][CH2:12][C:13]#[C:14][C:20]([C:21]1[CH:26]=[CH:25][CH:24]=[CH:23][CH:22]=1)=[O:27])([C:6]([CH3:8])([CH3:9])[CH3:7])([CH3:15])[CH3:16]. Procedure: A solution of n-BuLi in hexanes (1.6 M, 22.7 mL, 36.3 mmol, 1.20 equiv) was added to a solution of tert-butyl(dimethyl)(prop-2-yn-1-yloxy)silane (7.37 mL, 36.3 mmol, 1.20 equiv) in THF (150 mL) at −78° C. and the resultant mixture was stirred for 1 hour. N-methoxy-N-methylbenzamide (4.61 mL, 30.3 mmol, 1 equiv) was added and the reaction mixture was warmed to 23° C. and stirred for 16 h. The reaction mixture was partitioned between a 1:1 mixture of saturated ammonium chloride solution and brine ... Starting materials: NC1=NC=C(C(=C1[N+](=O)[O-])N1CCN(CC1)C(=O)OC(C)(C)C)Br (tert-butyl 4-(2-amino-5-bromo-3-nitropyridin-4-yl)piperazine-1-carboxylate), CN(C1=CC=C(C=O)C=C1)C (4-dimethylaminobenzaldehyde), [O-]S(=O)S(=O)[O-].[Na+].[Na+] (Na2S2O4). Solvent: CCO (EtOH). Conditions: temperature 80 celsius, time 16 hour. Product: C(C)(C)(C)OC(=O)N1CCN(CC1)C1=C2C(=NC=C1Br)NC(=N2)C2=CC=C(C=C2)N(C)C (4-[6-Bromo-2-(4-dimethylamino-phenyl)-3H-imidazo[4,5-b]pyridin-7-yl]-piperazine-1-carboxylic acid tert-butyl ester). Isolated yield 65.5%. As a reaction SMILES: [NH2:1][C:2]1[C:7]([N+:8]([O-])=O)=[C:6]([N:11]2[CH2:16][CH2:15][N:14]([C:17]([O:19][C:20]([CH3:23])([CH3:22])[CH3:21])=[O:18])[CH2:13][CH2:12]2)[C:5]([Br:24])=[CH:4][N:3]=1.[CH3:25][N:26]([CH3:35])[C:27]1[CH:34]=[CH:33][C:30]([CH:31]=O)=[CH:29][CH:28]=1.[O-]S(S([O-])=O)=O.[Na+].[Na+]>CCO>[C:20]([O:19][C:17]([N:14]1[CH2:15][CH2:16][N:11]([C:6]2[C:5]([Br:24])=[CH:4][N:3]=[C:2]3[NH:1][C:31]([C:30]4[CH:33]=[CH:34][C:27]([N:26]([CH3:35])[CH3:25])=[CH:28][CH:29]=4)=[N:8][C:7]=23)[CH2:12][CH2:13]1)=[O:18])([CH3:23])([CH3:22])[CH3:21] |f:2.3.4|. Procedure: To tert-butyl 4-(2-amino-5-bromo-3-nitropyridin-4-yl)piperazine-1-carboxylate (0.5 g, 1.2 mmol) in EtOH (20 mL) was added 4-dimethylaminobenzaldehyde (0.241 g, 1.6 mmol), and 1M Na2S2O4 (4.7 mL, 4.7 mmol) The reaction mixture was stirred at 80° C. for 16 h then concentrated in vacuo. The residue was purified by chromatography (100% dichloromethane to dichloromethane/ethyl acetate 1/1, 2% MeOH in dichloromethane/ethyl acetate 1/1, and 2% MeOH in CHCl3). The compound is further triturated in dichl... As a reaction SMILES: [CH3:1][O:2][C:3]1[CH:12]=[C:11]2[C:6]([C:7]([C:14]3[CH:19]=[CH:18][CH:17]=[CH:16][C:15]=3[O:20][CH3:21])=[N:8][NH:9][C:10]2=O)=[CH:5][CH:4]=1.P(Cl)(Cl)([Cl:24])=O>>[Cl:24][C:10]1[C:11]2[C:6](=[CH:5][CH:4]=[C:3]([O:2][CH3:1])[CH:12]=2)[C:7]([C:14]2[CH:19]=[CH:18][CH:17]=[CH:16][C:15]=2[O:20][CH3:21])=[N:8][N:9]=1. Yields the product ClC1=NN=C(C2=CC=C(C=C12)OC)C1=C(C=CC=C1)OC (1-Chloro-7-methoxy-4-(2-methoxyphenyl)phthalazine). Reactants: COC1=CC=C2C(=NNC(C2=C1)=O)C1=C(C=CC=C1)OC (7-methoxy-4-(2-methoxyphenyl)-2H-phthalazin-1-one), P(=O)(Cl)(Cl)Cl (phosphoryl chloride). Procedure details: This compound is obtained according to the procedure described in 1.3. by reacting 7-methoxy-4-(2-methoxyphenyl)-2H-phthalazin-1-one with phosphoryl chloride.